This data is from the Open Reaction Database (ORD), a public repository of structured organic reaction records. The task is: describe an organic reaction: reactants, conditions, products, and yield The reactants are CC1=C(C=C(C=C1)C)S (2,5-dimethylthiophenol), ClCC(C(=O)O)(C)C (3-chloropivalic acid), CC(=O)C (acetone), C([O-])([O-])=O.[K+].[K+] (potassium carbonate). The solvent is O (water). Product: CC1=C(C=C(C=C1)C)SCC(C(=O)O)(C)C (3-(2,5-dimethylphenylthio)pivalic acid). Isolated yield 79.7%. As a reaction SMILES: [CH3:1][C:2]1[CH:7]=[CH:6][C:5]([CH3:8])=[CH:4][C:3]=1[SH:9].Cl[CH2:11][C:12]([CH3:17])([CH3:16])[C:13]([OH:15])=[O:14].CC(C)=O.C(=O)([O-])[O-].[K+].[K+]>O>[CH3:1][C:2]1[CH:7]=[CH:6][C:5]([CH3:8])=[CH:4][C:3]=1[S:9][CH2:11][C:12]([CH3:17])([CH3:16])[C:13]([OH:15])=[O:14] |f:3.4.5|. Procedure: A 100-ml round-bottomed flask was charged with 1.38 g (10.00 mmol) of 2,5-dimethylthiophenol, 1.40 g (10.26 mmol) of 3-chloropivalic acid and 15 ml of acetone. Then, 2.07 g (15.0 mmol) of potassium carbonate was added, and the mixture was refluxed under heat for 30 minutes. The reaction mixture was allowed to cool to room temperature, and then about 100 ml of water was added. An aqueous layer was washed with n-hexane once, and neutralized and acidified with a 5 wt % hydrochloric acid aqueous sol... Reactants: CSCCC(N)C(=O)Cc1ccccc1, CN(C)C=O, On1nnc2cccnc21, O=C(Oc1c(F)c(F)c(F)c(F)c1F)c1cc(C=CCn2ccnc2)ccc1CCc1ccc(F)cc1. Product: CSCCC(NC(=O)c1cc(C=CCn2ccnc2)ccc1CCc1ccc(F)cc1)C(=O)Cc1ccccc1. As a reaction SMILES: [CH3:38][S:39][CH2:40][CH2:41][CH:42]([C:43]([CH2:44][c:45]1[cH:46][cH:47][cH:48][cH:49][cH:50]1)=[O:51])[NH2:52].[O:63]=[CH:64][N:65]([CH3:66])[CH3:67].[OH:53][n:54]1[c:55]2[n:56][cH:57][cH:58][cH:59][c:60]2[n:61][n:62]1.[n:1]1([CH2:6][CH:7]=[CH:8][c:9]2[cH:10][cH:11][c:12]([CH2:29][CH2:30][c:31]3[cH:32][cH:33][c:34]([F:37])[cH:35][cH:36]3)[c:13]([C:14](=[O:15])[O:16][c:17]3[c:18]([F:19])[c:20]([F:21])[c:22]([F:23])[c:24]([F:25])[c:26]3[F:27])[cH:28]2)[cH:2][n:3][cH:4][cH:5]1>>[n:1]1([CH2:6][CH:7]=[CH:8][c:9]2[cH:10][cH:11][c:12]([CH2:29][CH2:30][c:31]3[cH:32][cH:33][c:34]([F:37])[cH:35][cH:36]3)[c:13]([C:14](=[O:15])[NH:52][CH:42]([CH2:41][CH2:40][S:39][CH3:38])[C:43]([CH2:44][c:45]3[cH:46][cH:47][cH:48][cH:49][cH:50]3)=[O:51])[cH:28]2)[cH:2][n:3][cH:4][cH:5]1. The reactants are CC(C)=CCC1(C)CCC=C(C)C1=O, CS(C)=O, C[S+](C)(C)=O, [H-], [H][H], [I-], [Na+], O. Yields the product CC(C)=CCC1(C)CCC2CC2(C)C1=O. Reaction SMILES: [CH3:11][C:12]1=[CH:17][CH2:16][CH2:15][C:14]([CH2:18][CH:19]=[C:20]([CH3:21])[CH3:22])([CH3:23])[C:13]1=[O:24].[CH3:25][S:26](=[O:27])[CH3:28].[CH3:4][S+:5]([CH3:6])([CH3:7])=[O:8].[H-:1].[H:9][H:10].[I-:3].[Na+:2].[OH2:29]>>[CH2:4]1[C:12]2([CH3:11])[C:13](=[O:24])[C:14]([CH2:18][CH:19]=[C:20]([CH3:21])[CH3:22])([CH3:23])[CH2:15][CH2:16][CH:17]12.